describe an organic reaction: reactants, conditions, products, and yield From a dataset of the Open Reaction Database (ORD), a public repository of structured organic reaction records. Starting materials: ClC=1C=C(C=C(C1C#N)F)C1=NN(C=C1)C[C@H](C)NC(=O)C1=CC(=NN1)C=1N=CN(C1)C(C1=CC=CC=C1)(C1=CC=CC=C1)C1=CC=CC=C1 ((S)—N-(1-(3-(3-chloro-4-cyano-5-fluorophenyl)-1H-pyrazol-1-yl)propan-2-yl)-3-(1-trityl-1H-imidazol-4-yl)-1H-pyrazole-5-carboxamide), solution, C(=O)O (formic acid), C1CCOC1 (THF). Run in O (water). Product: ClC=1C=C(C=C(C1C#N)F)C1=NN(C=C1)C[C@H](C)NC(=O)C1=CC(=NN1)C=1N=CNC1 ((S)—N-(1-(3-(3-Chloro-4-cyano-5-fluorophenyl)-1H-pyrazol-1-yl)propan-2-yl)-3-(1H-imidazol-4-yl)-1H-pyrazole-5-carboxamide). The yield is 27.7%. Reaction SMILES: [Cl:1][C:2]1[CH:3]=[C:4]([C:11]2[CH:15]=[CH:14][N:13]([CH2:16][C@@H:17]([NH:19][C:20]([C:22]3[NH:26][N:25]=[C:24]([C:27]4[N:28]=[CH:29][N:30](C(C5C=CC=CC=5)(C5C=CC=CC=5)C5C=CC=CC=5)[CH:31]=4)[CH:23]=3)=[O:21])[CH3:18])[N:12]=2)[CH:5]=[C:6]([F:10])[C:7]=1[C:8]#[N:9].C(O)=O.C1COCC1>O>[Cl:1][C:2]1[CH:3]=[C:4]([C:11]2[CH:15]=[CH:14][N:13]([CH2:16][C@@H:17]([NH:19][C:20]([C:22]3[NH:26][N:25]=[C:24]([C:27]4[N:28]=[CH:29][NH:30][CH:31]=4)[CH:23]=3)=[O:21])[CH3:18])[N:12]=2)[CH:5]=[C:6]([F:10])[C:7]=1[C:8]#[N:9]. Reported procedure: Into (S)—N-(1-(3-(3-chloro-4-cyano-5-fluorophenyl)-1H-pyrazol-1-yl)propan-2-yl)-3-(1-trityl-1H-imidazol-4-yl)-1H-pyrazole-5-carboxamide (0.139 mmol, 0.095 g) was added 4 ml of a solution containing formic acid (41.8 mmol, 1.926 g), THF (20 ml) and water (1 ml). The resulting mixture was stirred first at RT after which the temperature was raised to 50° C. for 2 h. The solvent was evaporated, ACN was added and evaporated again. This was repeated once more. The crude product was purified by prepara... The reactants are N(=[N+]=[N-])C[C@H]1CN(C[C@H]1F)CC1=CC=CC=C1 ((3R,4S)-3-Azidomethyl-1-benzyl-4-fluoropyrrolidine), [H][H] (hydrogen). The reagents and catalysts are [Pt](=O)=O (platinum (IV) oxide). The solvent is C(C)O (ethanol). Yields the product NC[C@H]1CN(C[C@H]1F)CC1=CC=CC=C1 ((3S,4S)-3-aminomethyl-1-benzyl-4-fluoropyrrolidine). Yield: 99.9%. Reaction SMILES: [N:1]([CH2:4][C@@H:5]1[C@H:9]([F:10])[CH2:8][N:7]([CH2:11][C:12]2[CH:17]=[CH:16][CH:15]=[CH:14][CH:13]=2)[CH2:6]1)=[N+]=[N-].[H][H]>C(O)C.[Pt](=O)=O>[NH2:1][CH2:4][C@@H:5]1[C@H:9]([F:10])[CH2:8][N:7]([CH2:11][C:12]2[CH:17]=[CH:16][CH:15]=[CH:14][CH:13]=2)[CH2:6]1. Procedure details: (3R,4S)-3-Azidomethyl-1-benzyl-4-fluoropyrrolidine (215 mg) was dissolved in ethanol (3 mL) and platinum (IV) oxide (30.0 mg) was added. The mixture was stirred at room temperature for 5 hours under a stream of hydrogen gas (blown by a balloon). The catalyst in the reaction mixture was filtered through a Celite pad, and the catalyst and the Celite pad were washed with ethanol. The filtrate and the washings were then combined and concentrated under reduced pressure to give (3S,4S)-3-aminomethyl-1...